Dataset: the Open Reaction Database (ORD), a public repository of structured organic reaction records. Task: describe an organic reaction: reactants, conditions, products, and yield Reactants: COCCO[AlH2-]OCCOC.[Na+] (Red-Al), N1CCCC1 (pyrrolidine), NC1=NC(=C(C(=C1C(=O)OCC)C1=CC=C(C=C1)F)C(=O)OC)C(C)C (3-ethyl 5-methyl 2-amino-4-(4-fluorophenyl)-6-(1-methylethyl)-3,5-pyridinedicarboxylate), CC(C)([O-])C.[K+] (Potassium t-butoxide). Solvent: C1CCOC1 (THF), CC(C)(C)OC (MTBE), CC(C)(C)OC (MTBE). Run at temperature 19 celsius, time 8 hour. The product is NC1=NC(=C(C(=O)OCC)C(=C1C=O)C1=CC=C(C=C1)F)C(C)C (ethyl 6-amino-4-(4-fluorophenyl)-5-formyl-2-isopropylnicotinate). Reaction SMILES: C[O:2][CH2:3][CH2:4]O[AlH2-]OCCOC.[Na+].N1CCCC1.CC(C)([O-])C.[K+].[NH2:24][C:25]1[C:30]([C:31](OCC)=[O:32])=[C:29]([C:36]2[CH:41]=[CH:40][C:39]([F:42])=[CH:38][CH:37]=2)[C:28]([C:43]([O:45]C)=O)=[C:27]([CH:47]([CH3:49])[CH3:48])[N:26]=1>C1COCC1.CC(OC)(C)C>[NH2:24][C:25]1[C:30]([CH:31]=[O:32])=[C:29]([C:36]2[CH:37]=[CH:38][C:39]([F:42])=[CH:40][CH:41]=2)[C:28]([C:43]([O:2][CH2:3][CH3:4])=[O:45])=[C:27]([CH:47]([CH3:48])[CH3:49])[N:26]=1 |f:0.1,3.4|. Reported procedure: To a solution of Red-Al (65% wt in toluene, 2.29 kg, 7.36 mol) in THF (2.25 L) was charged dropwise a solution of pyrrolidine (0.61 kg, 8.6 mol) in MTBE (0.70 L) at −20° C. to −5° C. under nitrogen. Off-gassing was observed during the addition. The solution was stirred at room temperature (19° C.) overnight. Potassium t-butoxide (1M in THF, 0.52 L, 0.52 mol) was added in one portion and the mixture was stirred at room temperature for 1 h to give a clear solution. This solution was added dropwise... Starting materials: BrB(Br)Br, COc1ccc(-c2ccc(CN(C)C(=O)c3cn(C)c4ccccc34)cc2)cc1Br, ClCCl, O. Yields the product CN(Cc1ccc(-c2ccc(O)c(Br)c2)cc1)C(=O)c1cn(C)c2ccccc12. RXN SMILES: [B:1]([Br:2])([Br:3])[Br:4].[Br:5][c:6]1[cH:7][c:8](-[c:14]2[cH:15][cH:16][c:17]([CH2:20][N:21]([C:22](=[O:23])[c:24]3[cH:25][n:26]([CH3:33])[c:27]4[cH:28][cH:29][cH:30][cH:31][c:32]34)[CH3:34])[cH:18][cH:19]2)[cH:9][cH:10][c:11]1[O:12][CH3:13].[CH2:36]([Cl:37])[Cl:38].[OH2:35]>>[Br:5][c:6]1[cH:7][c:8](-[c:14]2[cH:15][cH:16][c:17]([CH2:20][N:21]([C:22](=[O:23])[c:24]3[cH:25][n:26]([CH3:33])[c:27]4[cH:28][cH:29][cH:30][cH:31][c:32]34)[CH3:34])[cH:18][cH:19]2)[cH:9][cH:10][c:11]1[OH:12]. Reactants: BrC1=CC(=C(C=O)C=C1)O (4-bromo-2-hydroxybenzaldehyde), C(C#C)Br (propargyl bromide), C1(=CC=CC=C1)C (toluene), [Na] (sodium), BrC1=CC(=C(C=O)C=C1)O (4-bromo-2-hydroxybenzaldehyde), [OH-].[Na+] (NaOH). The solvent is CO (MeOH). Product: BrC1=CC(=C(C=O)C=C1)OCC#C (4-bromo-2-(prop-2-ynyloxy)benzaldehyde). Reaction SMILES: [Br:1][C:2]1[CH:9]=[CH:8][C:5]([CH:6]=[O:7])=[C:4]([OH:10])[CH:3]=1.[Na].[OH-].[Na+].[CH2:14](Br)[C:15]#[CH:16].C1(C)C=CC=CC=1>CO>[Br:1][C:2]1[CH:9]=[CH:8][C:5]([CH:6]=[O:7])=[C:4]([O:10][CH2:16][C:15]#[CH:14])[CH:3]=1 |f:2.3,^1:10|. Reported procedure: Conversion of 4-bromo-2-hydroxybenzaldehyde to its sodium salt was carried out as follows: A solution of 4-bromo-2-hydroxybenzaldehyde (3.0 g, 24.9 mmol) in MeOH (˜150 mL) was treated with 1N aq. NaOH (15.7 mL, 1.05 equiv). The resulting pale yellow solution was concentrated under reduced pressure. EtOH (30 mL) was added to the residue and the solution was concentrated under reduced pressure. This was repeated with EtOH (30 mL) and then with heptane (50 mL). The resulting yellow, powdery sodium ...